The task is: describe an organic reaction: reactants, conditions, products, and yield. This data is from the Open Reaction Database (ORD), a public repository of structured organic reaction records. The reactants are [Na+], [OH-], CC(C)(C)c1cc(C(F)(F)F)nc(C(C#N)=C2Nc3ccccc3S2)n1, O=S(=O)(O)O. Yields the product CC(C)(C)c1cc(C(F)(F)F)nc(C(C(N)=O)=C2Nc3ccccc3S2)n1. Reaction SMILES: [Na+:28].[OH-:27].[S:1]1[C:2](=[C:10]([C:11]#[N:12])[c:13]2[n:14][c:15]([C:23]([F:24])([F:25])[F:26])[cH:16][c:17]([C:19]([CH3:20])([CH3:21])[CH3:22])[n:18]2)[NH:3][c:4]2[c:5]1[cH:6][cH:7][cH:8][cH:9]2.[S:29](=[O:30])(=[O:31])([OH:32])[OH:33]>>[S:1]1[C:2](=[C:10]([C:11]([NH2:12])=[O:27])[c:13]2[n:14][c:15]([C:23]([F:24])([F:25])[F:26])[cH:16][c:17]([C:19]([CH3:20])([CH3:21])[CH3:22])[n:18]2)[NH:3][c:4]2[c:5]1[cH:6][cH:7][cH:8][cH:9]2. The reactants are BrC1=C(C=CC(=C1)F)S(=O)(=O)NC1=CC=C2C3C(COC2=C1C(=O)OC)C3 (methyl (1aRS,7bSR)-5-(2-bromo-4-fluorobenzenesulfonylamino)-1,1a,2,7b-tetrahydrocyclopropa[c]chromene-4-carboxylate), FC1=C(C=CC=C1)S(=O)(=O)Cl (2-fluorobenzenesulfonyl chloride), NC1=CC=C2C3C(COC2=C1C(=O)OC)C3 (Methyl (1aRS,7bSR)-5-amino-1,1a,2,7b-tetrahydrocyclopropa[c]chromene-4-carboxylate), NC1=CC=C2C3C(COC2=C1C(=O)OC)C3 (Methyl (1aRS,7bSR)-5-amino-1,1a,2,7b-tetrahydrocyclopropa[c]chromene-4-carboxylate). Product: FC1=C(C=CC=C1)S(=O)(=O)NC1=CC=C2C3C(COC2=C1C(=O)OC)C3 (Methyl (1aRS,7bSR)-5-(2-fluorobenzenesulfonylamino)-1,1a,2,7b-tetrahydrocyclopropa[c]chromene-4-carboxylate). As a reaction SMILES: BrC1C=C(F)C=CC=1[S:9]([NH:12][C:13]1[C:22]([C:23]([O:25][CH3:26])=[O:24])=[C:21]2[C:16]([CH:17]3[CH2:27][CH:18]3[CH2:19][O:20]2)=[CH:15][CH:14]=1)(=[O:11])=[O:10].NC1C(C(OC)=O)=C2C(C3CC3CO2)=CC=1.[F:44][C:45]1[CH:50]=[CH:49][CH:48]=[CH:47][C:46]=1S(Cl)(=O)=O>>[F:44][C:45]1[CH:50]=[CH:49][CH:48]=[CH:47][C:46]=1[S:9]([NH:12][C:13]1[C:22]([C:23]([O:25][CH3:26])=[O:24])=[C:21]2[C:16]([CH:17]3[CH2:27][CH:18]3[CH2:19][O:20]2)=[CH:15][CH:14]=1)(=[O:10])=[O:11]. Procedure: Prepared by proceeding in a similar manner to Intermediate 41, starting from methyl (1aRS,7bSR)-5-amino-1,1a,2,7b-tetrahydrocyclopropa[c]chromene-4-carboxylate (Intermediate 42) and 2-fluorobenzenesulfonyl chloride. Starting materials: N1(N=NC2=C1C=CC=C2)CC(=O)N(C)OC (2-(1H-1,2,3-benzotriazol-1-yl)-N-methoxy-N-methylacetamide), C[Si](C)(C)[N-][Si](C)(C)C.[Li+] (lithium bis(trimethylsilyl)amide), ClC1=CC=C(CBr)C=C1 (4-chlorobenzyl bromide). The solvent is C1CCOC1 (THF), C1CCOC1 (THF). Run at time 25 minute. Yields the product N1(N=NC2=C1C=CC=C2)C(C(=O)N(C)OC)CC2=CC=C(C=C2)Cl (2-(1H-1,2,3-Benzotriazol-1-yl)-3-(4-chlorophenyl)-N-methoxy-N-methyl-propanamide). Reaction SMILES: [N:1]1([CH2:10][C:11]([N:13]([O:15][CH3:16])[CH3:14])=[O:12])[C:5]2[CH:6]=[CH:7][CH:8]=[CH:9][C:4]=2[N:3]=[N:2]1.C[Si]([N-][Si](C)(C)C)(C)C.[Li+].[Cl:27][C:28]1[CH:35]=[CH:34][C:31]([CH2:32]Br)=[CH:30][CH:29]=1>C1COCC1>[N:1]1([CH:10]([CH2:32][C:31]2[CH:34]=[CH:35][C:28]([Cl:27])=[CH:29][CH:30]=2)[C:11]([N:13]([O:15][CH3:16])[CH3:14])=[O:12])[C:5]2[CH:6]=[CH:7][CH:8]=[CH:9][C:4]=2[N:3]=[N:2]1 |f:1.2|. Procedure: To a solution of 2.0 g (9 mmol) of 2-(1H-1,2,3-benzotriazol-1-yl)-N-methoxy-N-methylacetamide in 15 mL anhydrous THF at −78° C., 10 mL (10 mmol) of 1M lithium bis(trimethylsilyl)amide was added dropwise. After stirring for 25 min, a solution of 2.06 g (10 mmol) of 4-chlorobenzyl bromide in 2 mL anhydrous THF was added. The resulting reaction mixture was allowed to warm to RT and stirred for 6 h. This reaction was quenched, diluted with 75 mL EtOAc and washed 3 times with 10 mL each of brine, Aft... Reactants: C1(=CC=C(C=C1)S(=O)(=O)OCCCC(CC)C)C (4-methylhexyl p-toluenesulfonate), CN(C=O)C (DMF), CN(C=O)C (N,N-dimethylformamide), [H-].[Na+] (NaH), OC1=CC=2C3=CC(=C(C=C3C3=CC(=C(C=C3C2C=C1O)O)O)O)O (2,3,6,7,10,11-hexahydroxytriphenylene). The solvent is O (water). Reaction conditions: time 1 hour. Product: CC(CCCOC1=CC=2C3=CC(=C(C=C3C3=CC(=C(C=C3C2C=C1OCCCC(CC)C)OCCCC(CC)C)OCCCC(CC)C)OCCCC(CC)C)OCCCC(CC)C)CC (2,3,6,7,10,11-hexa(4-methylhexyloxy)triphenylene). Yield: 56.8%. RXN SMILES: CN(C)C=O.[H-].[Na+].[OH:8][C:9]1[C:26]([OH:27])=[CH:25][C:24]2[C:23]3[C:18](=[CH:19][C:20]([OH:29])=[C:21]([OH:28])[CH:22]=3)[C:17]3[C:12](=[CH:13][C:14]([OH:31])=[C:15]([OH:30])[CH:16]=3)[C:11]=2[CH:10]=1.C1(C)C=CC(S(O[CH2:42][CH2:43][CH2:44][CH:45]([CH3:48])[CH2:46][CH3:47])(=O)=O)=CC=1>O>[CH3:48][CH:45]([CH2:46][CH3:47])[CH2:44][CH2:43][CH2:42][O:8][C:9]1[C:26]([O:27][CH2:42][CH2:43][CH2:44][CH:45]([CH3:48])[CH2:46][CH3:47])=[CH:25][C:24]2[C:23]3[C:18](=[CH:19][C:20]([O:29][CH2:15][CH2:16][CH2:17][CH:18]([CH3:23])[CH2:19][CH3:20])=[C:21]([O:28][CH2:42][CH2:43][CH2:44][CH:45]([CH3:48])[CH2:46][CH3:47])[CH:22]=3)[C:17]3[C:12](=[CH:13][C:14]([O:31][CH2:42][CH2:43][CH2:44][CH:45]([CH3:48])[CH2:46][CH3:47])=[C:15]([O:30][CH2:26][CH2:9][CH2:10][CH:11]([CH3:12])[CH2:24][CH3:25])[CH:16]=3)[C:11]=2[CH:10]=1 |f:1.2|. Reported procedure: At room temperature, 3 ml of N,N-dimethylformamide (DMF) was placed in a flask, and 0.27 g of NaH (60% in oil) was added thereto. Then, 0.3 g (0.925 mmol) of 2,3,6,7,10,11-hexahydroxytriphenylene was added thereto, and after 1 hour of stirring, a mixture liquid of 1.96 g (6.84 mmol) of 4-methylhexyl p-toluenesulfonate and 2 ml of DMF was added dropwise thereto, followed by 5 hours of stirring at 70° C. After the reaction, the system was cooled to room temperature, and water was added thereto to ... Starting materials: C=CCCC(=O)Cl, C1CCOC1, [Li]CCCC, O=C1NC(c2ccccc2)C(c2ccccc2)O1. The product is C=CCCC(=O)N1C(=O)OC(c2ccccc2)C1c1ccccc1. Reaction SMILES: [C:24]([CH2:25][CH2:26][CH:27]=[CH2:28])(=[O:29])[Cl:30].[CH2:31]1[O:32][CH2:33][CH2:34][CH2:35]1.[CH3:19][CH2:20][CH2:21][CH2:22][Li:23].[c:1]1([CH:7]2[NH:8][C:9](=[O:18])[O:10][CH:11]2[c:12]2[cH:13][cH:14][cH:15][cH:16][cH:17]2)[cH:2][cH:3][cH:4][cH:5][cH:6]1>>[c:1]1([CH:7]2[N:8]([C:24]([CH2:25][CH2:26][CH:27]=[CH2:28])=[O:29])[C:9](=[O:18])[O:10][CH:11]2[c:12]2[cH:13][cH:14][cH:15][cH:16][cH:17]2)[cH:2][cH:3][cH:4][cH:5][cH:6]1. Reactants: [Cr](=O)(=O)([O-])Cl.[NH+]1=C(C=CC=C1)C1=[NH+]C=CC=C1.[Cr](=O)(=O)([O-])Cl (2,2'-bipyridinium chlorochromate), O (Water), 7a, CC(CC1CC(OC(O1)(C)C)(C)C)C1CCC2C(CCCC12C)O (octahydro-1-[1-methyl-2-(2,2,4,4-tetramethyl-1,3-dioxan-6-yl)ethyl]-7a-methyl-1H-inden-4-ol), C(C)(=O)[O-].[Na+] (sodium acetate), [Cr](=O)(=O)([O-])Cl.[NH+]1=C(C=CC=C1)C1=[NH+]C=CC=C1.[Cr](=O)(=O)([O-])Cl (2,2'-bipyridinium chlorochromate). The solvent is C(Cl)Cl (methylene chloride). Run at time 2 hour. Yields the product 7a, CC(CC1CC(OC(O1)(C)C)(C)C)C1CCC2C(CCCC12C)=O (octahydro-1-[1-methyl-2-(2,2,4,4-tetramethyl- 1,3-dioxan-6-yl)ethyl]-7a-methyl-1H-inden-4-one). The yield is 90.0%. RXN SMILES: [CH3:1][CH:2]([CH:14]1[C:22]2([CH3:23])[CH:17]([CH:18]([OH:24])[CH2:19][CH2:20][CH2:21]2)[CH2:16][CH2:15]1)[CH2:3][CH:4]1[O:9][C:8]([CH3:11])([CH3:10])[O:7][C:6]([CH3:13])([CH3:12])[CH2:5]1.C([O-])(=O)C.[Na+].[Cr](Cl)([O-])(=O)=O.[NH+]1C=CC=CC=1C1C=CC=C[NH+]=1.[Cr](Cl)([O-])(=O)=O.O>C(Cl)Cl>[CH3:1][CH:2]([CH:14]1[C:22]2([CH3:23])[CH:17]([C:18](=[O:24])[CH2:19][CH2:20][CH2:21]2)[CH2:16][CH2:15]1)[CH2:3][CH:4]1[O:9][C:8]([CH3:10])([CH3:11])[O:7][C:6]([CH3:13])([CH3:12])[CH2:5]1 |f:1.2,3.4.5|. Reported procedure: A solution of 0.101 g of 1R-[1alpha(R*,S*),3a beta, 4beta, 7a alpha]-octahydro-1-[1-methyl-2-(2,2,4,4-tetramethyl-1,3-dioxan-6-yl)ethyl]-7a-methyl-1H-inden-4-ol in 6 mL of dry methylene chloride was treated with 0.170 g of anhydrous sodium acetate and 0.345 g of 2,2'-bipyridinium chlorochromate and the mixture stirred at room temperature for 2 hours. After this time, additional 0.150 g of 2,2'-bipyridinium chlorochromate was added and the stirring continued for 1 more hour. Water was then added ... The reactants are C1CCOC1, CCCC[N+](CCCC)(CCCC)CCCC, [F-], CC(O)C1C(=O)NC1C#C[Si](C)(C)C. Yields the product C#CC1NC(=O)C1C(C)O. Reaction SMILES: [CH2:33]1[O:34][CH2:35][CH2:36][CH2:37]1.[CH3:16][CH2:17][CH2:18][CH2:19][N+:20]([CH2:21][CH2:22][CH2:23][CH3:24])([CH2:25][CH2:26][CH2:27][CH3:28])[CH2:29][CH2:30][CH2:31][CH3:32].[F-:15].[OH:1][CH:2]([CH3:3])[CH:4]1[C:5](=[O:14])[NH:6][CH:7]1[C:8]#[C:9][Si:10]([CH3:11])([CH3:12])[CH3:13]>>[OH:1][CH:2]([CH3:3])[CH:4]1[C:5](=[O:14])[NH:6][CH:7]1[C:8]#[CH:9]. Starting materials: Cc1onc(-c2ccccc2)c1-c1ccc(S(N)(=O)=O)cc1, CN(C)CCN(C)C, ClC(Cl)(Cl)C(Cl)(Cl)Cl, ClCc1ccno1, COC1(c2cc(O)cc(F)c2)CCOCC1, [Li]CCCC, [Na+], C1CCOC1, C1COCCO1, [OH-], O. Product: COC1(c2cc(F)cc(OCc3onc(-c4ccccc4)c3-c3ccc(S(N)(=O)=O)cc3)c2)CCOCC1. Reaction SMILES: [CH3:1][c:2]1[c:3](-[c:13]2[cH:14][cH:15][c:16]([S:19](=[O:20])(=[O:21])[NH2:22])[cH:17][cH:18]2)[c:4](-[c:7]2[cH:8][cH:9][cH:10][cH:11][cH:12]2)[n:5][o:6]1.[CH3:23][N:24]([CH3:25])[CH2:26][CH2:27][N:28]([CH3:29])[CH3:30].[Cl:36][C:37]([C:38]([Cl:39])([Cl:40])[Cl:41])([Cl:42])[Cl:43].[Cl:44][CH2:45][c:46]1[o:47][n:48][cH:49][cH:50]1.[F:51][c:52]1[cH:53][c:54]([OH:66])[cH:55][c:56]([C:58]2([O:64][CH3:65])[CH2:59][CH2:60][O:61][CH2:62][CH2:63]2)[cH:57]1.[Li:31][CH2:32][CH2:33][CH2:34][CH3:35].[Na+:79].[O:67]1[CH2:68][CH2:69][CH2:70][CH2:71]1.[O:72]1[CH2:73][CH2:74][O:75][CH2:76][CH2:77]1.[OH-:78].[OH2:80]>>[CH2:1]([c:2]1[c:3](-[c:13]2[cH:14][cH:15][c:16]([S:19](=[O:20])(=[O:21])[NH2:22])[cH:17][cH:18]2)[c:4](-[c:7]2[cH:8][cH:9][cH:10][cH:11][cH:12]2)[n:5][o:6]1)[O:66][c:54]1[cH:53][c:52]([F:51])[cH:57][c:56]([C:58]2([O:64][CH3:65])[CH2:59][CH2:60][O:61][CH2:62][CH2:63]2)[cH:55]1. RXN SMILES: [Bi:30]([Cl:31])([Cl:32])[Cl:33].[CH3:1][n:2]1[c:3](=[O:24])[n:4](-[c:13]2[cH:14][cH:15][c:16]3[c:17]([c:18]([CH:21]=[O:22])[n:19][s:20]3)[cH:23]2)[c:5](=[O:12])[cH:6][c:7]1[C:8]([F:9])([F:10])[F:11].[CH3:34][C:35]#[N:36].[CH3:37][CH2:38][O:39][CH2:40][CH3:41].[SH:25][CH2:26][CH2:27][CH2:28][OH:29]>>[CH3:1][n:2]1[c:3](=[O:24])[n:4](-[c:13]2[cH:14][cH:15][c:16]3[c:17]([c:18]([CH:21]4[O:22][CH2:28][CH2:27][CH2:26][S:25]4)[n:19][s:20]3)[cH:23]2)[c:5](=[O:12])[cH:6][c:7]1[C:8]([F:9])([F:10])[F:11]. Starting materials: Cl[Bi](Cl)Cl, Cn1c(C(F)(F)F)cc(=O)n(-c2ccc3snc(C=O)c3c2)c1=O, CC#N, CCOCC, OCCCS. Yields the product Cn1c(C(F)(F)F)cc(=O)n(-c2ccc3snc(C4OCCCS4)c3c2)c1=O.